Dataset: the Open Reaction Database (ORD), a public repository of structured organic reaction records. Task: describe an organic reaction: reactants, conditions, products, and yield Starting materials: [OH-].[Na+] (sodium hydroxide), [O-]CC.[Na+] (sodium ethoxide), S(O)(O)(=O)=O (sulfuric acid), C(C)(=O)N1CCC2=C(C(=C(C(=C12)NC(C(C)(C)C)=O)C)CC(=O)OCC)C (N-(1-acetyl-5-ethoxycarbonylmethyl-4,6-dimethylindolin-7-yl)-2,2-dimethylpropanamide). Solvent: C(C)O (ethanol), O (Water), C(C)(=O)OCC (ethyl acetate), C(C)O (ethanol). Product: C(C)OC(=O)CC=1C(=C2CCNC2=C(C1C)NC(C(C)(C)C)=O)C (N-(5-ethoxycarbonylmethyl-4,6-dimethylindolin-7-yl)-2,2-dimethylpropanamide). Isolated yield 104.9%. Reaction SMILES: C([N:4]1[C:12]2[C:7](=[C:8]([CH3:27])[C:9]([CH2:21][C:22]([O:24][CH2:25][CH3:26])=[O:23])=[C:10]([CH3:20])[C:11]=2[NH:13][C:14](=[O:19])[C:15]([CH3:18])([CH3:17])[CH3:16])[CH2:6][CH2:5]1)(=O)C.[O-]CC.[Na+].S(=O)(=O)(O)O.[OH-].[Na+]>C(OCC)(=O)C.C(O)C.O>[CH2:25]([O:24][C:22]([CH2:21][C:9]1[C:8]([CH3:27])=[C:7]2[C:12](=[C:11]([NH:13][C:14](=[O:19])[C:15]([CH3:17])([CH3:16])[CH3:18])[C:10]=1[CH3:20])[NH:4][CH2:5][CH2:6]2)=[O:23])[CH3:26] |f:1.2,4.5|. Procedure details: To a mixture of N-(1-acetyl-5-ethoxycarbonylmethyl-4,6-dimethylindolin-7-yl)-2,2-dimethylpropanamide obtained in Example 9 (3.5 g) and ethanol (35 ml) was added dropwise sodium ethoxide (20 wt % ethanol solution) while keeping the reaction temperature below 30° C., and the resulting mixture was refluxed for 1 hour. After cooling to 0–5° C., concentrated sulfuric acid (6.88 g, 7.5 equivalent) was added dropwise with stirring under cooling condition while keeping the reaction temperature below 30°... Reactants: BrC1=CN=C2C(=CC=NC2=C1)OC1=CC=C(C=C1)N (4-(7-bromo-1,5-naphthyridin-4-yloxy)benzenamine), [H][H] (hydrogen). Reagents/catalysts: [Pd] (palladium on carbon). Solvent: CO (MeOH), CCOC(=O)C (EtOAc). Reaction conditions: time 8 hour. Yields the product N1=CC=C(C=2NCCCC12)OC1=CC=C(C=C1)N (4(5,6,7,8-tetrahydro-1,5-naphthyridin-4-yloxy)benzenamine). As a reaction SMILES: Br[C:2]1[CH:11]=[C:10]2[C:5]([C:6]([O:12][C:13]3[CH:18]=[CH:17][C:16]([NH2:19])=[CH:15][CH:14]=3)=[CH:7][CH:8]=[N:9]2)=[N:4][CH:3]=1.[H][H]>CO.[Pd].CCOC(C)=O>[N:9]1[C:10]2[CH2:11][CH2:2][CH2:3][NH:4][C:5]=2[C:6]([O:12][C:13]2[CH:14]=[CH:15][C:16]([NH2:19])=[CH:17][CH:18]=2)=[CH:7][CH:8]=1. Procedure: To a solution of 4-(7-bromo-1,5-naphthyridin-4-yloxy)benzenamine (0.150 g, 0.474 mmol) in MeOH (7 mL) at RT was added a suspension of 10% palladium on carbon (0.0505 g, 0.474 mmol) in EtOAc (2 mL). The mixture was subjected to an atmosphere of hydrogen (balloon) and stirred overnight. After 18 hrs, the mixture was filtered over celite and concentrated in vacuo. The resulting tan foam, crude 4-(5,6,7,8-tetrahydro-1,5-naphthyridin-4-yloxy)benzenamine, was advanced without further purification. MH+... Starting materials: C1(=C(C=CC=C1)NC(OC1CCN(CC1)CCN(C(CCC=O)=O)C)=O)C1=CC=CC=C1 (1-{2-[Methyl(4-oxobutanoyl)amino]ethyl}piperidin-4-yl biphenyl-2-ylcarbamate), NC1=CC=C(C(=O)OC(C)(C)C)C=C1 (tert-butyl 4-aminobenzoate). Product: C1(=C(C=CC=C1)NC(=O)OC1CCN(CC1)CCN(C(CCCNC1=CC=C(C(=O)OC(C)(C)C)C=C1)=O)C)C1=CC=CC=C1 (tert-Butyl 4-({4-[(2-{4-[(biphenyl-2-ylcarbamoyl)oxy]piperidin-1-yl}ethyl)(methyl)amino]-4-oxobutyl}amino)benzoate). Yield: 82.7%. Reaction SMILES: [C:1]1([C:27]2[CH:32]=[CH:31][CH:30]=[CH:29][CH:28]=2)[CH:6]=[CH:5][CH:4]=[CH:3][C:2]=1[NH:7][C:8](=[O:26])[O:9][CH:10]1[CH2:15][CH2:14][N:13]([CH2:16][CH2:17][N:18]([CH3:25])[C:19](=[O:24])[CH2:20][CH2:21][CH:22]=O)[CH2:12][CH2:11]1.[NH2:33][C:34]1[CH:46]=[CH:45][C:37]([C:38]([O:40][C:41]([CH3:44])([CH3:43])[CH3:42])=[O:39])=[CH:36][CH:35]=1>>[C:1]1([C:27]2[CH:28]=[CH:29][CH:30]=[CH:31][CH:32]=2)[CH:6]=[CH:5][CH:4]=[CH:3][C:2]=1[NH:7][C:8]([O:9][CH:10]1[CH2:15][CH2:14][N:13]([CH2:16][CH2:17][N:18]([CH3:25])[C:19](=[O:24])[CH2:20][CH2:21][CH2:22][NH:33][C:34]2[CH:46]=[CH:45][C:37]([C:38]([O:40][C:41]([CH3:42])([CH3:43])[CH3:44])=[O:39])=[CH:36][CH:35]=2)[CH2:12][CH2:11]1)=[O:26]. Reported procedure: The compound (130 mg, 0.297 mmol) obtained in Example 33b and tert-butyl 4-aminobenzoate (92 mg, 0.475 mmol) were used to give the title compound (151 mg; yield, 83%) as a white solid according to the method described in Example 18b. Starting materials: CC(=O)Nc1ccc2ccc(S(=O)(=O)Nc3ccc(Cl)c(C(=O)O)c3)cc2c1, Cl, [Na+], [OH-]. The product is Nc1ccc2ccc(S(=O)(=O)Nc3ccc(Cl)c(C(=O)O)c3)cc2c1. Reaction SMILES: [C:1](=[O:2])([CH3:3])[NH:4][c:5]1[cH:6][cH:7][c:8]2[cH:9][cH:10][c:11]([S:15](=[O:16])(=[O:17])[NH:18][c:19]3[cH:20][cH:21][c:22]([Cl:28])[c:23]([C:24](=[O:25])[OH:26])[cH:27]3)[cH:12][c:13]2[cH:14]1.[ClH:29].[Na+:31].[OH-:30]>>[NH2:4][c:5]1[cH:6][cH:7][c:8]2[cH:9][cH:10][c:11]([S:15](=[O:16])(=[O:17])[NH:18][c:19]3[cH:20][cH:21][c:22]([Cl:28])[c:23]([C:24](=[O:25])[OH:26])[cH:27]3)[cH:12][c:13]2[cH:14]1. Reactants: CCCOc1ccccc1-c1nc2nc(SC)nnc2c(=O)[nH]1, CN, ClC(Cl)Cl. The product is CCCOc1ccccc1-c1nc2nc(NC)nnc2c(=O)[nH]1. RXN SMILES: [CH3:1][S:2][c:3]1[n:4][n:5][c:6]2[c:7]([n:8]1)[n:9][c:10](-[c:14]1[c:15]([O:20][CH2:21][CH2:22][CH3:23])[cH:16][cH:17][cH:18][cH:19]1)[nH:11][c:12]2=[O:13].[CH3:24][NH2:25].[CH:26]([Cl:27])([Cl:28])[Cl:29]>>[c:3]1([NH:25][CH3:24])[n:4][n:5][c:6]2[c:7]([n:8]1)[n:9][c:10](-[c:14]1[c:15]([O:20][CH2:21][CH2:22][CH3:23])[cH:16][cH:17][cH:18][cH:19]1)[nH:11][c:12]2=[O:13].